Task: describe an organic reaction: reactants, conditions, products, and yield. Dataset: the Open Reaction Database (ORD), a public repository of structured organic reaction records Starting materials: Cl.NCC1N(CCCC1)C[C@H](O)C1=C(C2=C(C(OC2)=O)C=C1)C (5-[(1R)-2-[2-(Aminomethyl)piperidin-1-yl]-1-hydroxyethyl}-4-methyl-2-benzofuran-1(3H)-one hydrochloride), Cl.NCC1N(CCCC1)C[C@H](O)C1=C(C2=C(C(OC2)=O)C=C1)C (5-[(1R)-2-[2-(Aminomethyl)piperidin-1-yl]-1-hydroxyethyl}-4-methyl-2-benzofuran-1(3H)-one hydrochloride), CC1=C(C=CC=2C(OCC21)=O)[C@H]2OC2 (4-Methyl-5-[(2R)-oxiran-2-yl]-2-benzofuran-1(3H)-one), CC1=C(C=CC=2C(OCC21)=O)[C@H]2OC2 (4-Methyl-5-[(2R)-oxiran-2-yl]-2-benzofuran-1(3H)-one). The product is O[C@@H](CN1C(CCCC1)CNC[C@@H](C1=C(C2=C(C(OC2)=O)C=C1)C)O)C1=C(C2=C(C(OC2)=O)C=C1)C (5-{(1R)-1-Hydroxy-2-[2-({[(2R)-2-hydroxy-2-(4-methyl-1-oxo-1,3-dihydro-2-benzofuran-5-yl)ethyl]amino}methyl)piperidin-1-yl]ethyl}-4-methyl-2-benzofuran-1(3H)-one). As a reaction SMILES: Cl.[NH2:2][CH2:3][CH:4]1[CH2:9][CH2:8][CH2:7][CH2:6][N:5]1[CH2:10][C@@H:11]([C:13]1[CH:22]=[CH:21][C:16]2[C:17](=[O:20])[O:18][CH2:19][C:15]=2[C:14]=1[CH3:23])[OH:12].[CH3:24][C:25]1[C:33]2[CH2:32][O:31][C:30](=[O:34])[C:29]=2[CH:28]=[CH:27][C:26]=1[C@@H:35]1[CH2:37][O:36]1>>[OH:12][C@H:11]([C:13]1[CH:22]=[CH:21][C:16]2[C:17](=[O:20])[O:18][CH2:19][C:15]=2[C:14]=1[CH3:23])[CH2:10][N:5]1[CH2:6][CH2:7][CH2:8][CH2:9][CH:4]1[CH2:3][NH:2][CH2:37][C@H:35]([OH:36])[C:26]1[CH:27]=[CH:28][C:29]2[C:30](=[O:34])[O:31][CH2:32][C:33]=2[C:25]=1[CH3:24] |f:0.1|. Reported procedure: 5-{(1R)-1-Hydroxy-2-[2-({[(2R)-2-hydroxy-2-(4-methyl-1-oxo-1,3-dihydro-2-benzofuran-5-yl)ethyl]amino}methyl)piperidin-1-yl]ethyl}-4-methyl-2-benzofuran-1(3H)-one was prepared in a similar fashion to that described for the synthesis of EXAMPLE 1 starting from 5-[(1R)-2-[2-(Aminomethyl)piperidin-1-yl]-1-hydroxyethyl}-4-methyl-2-benzofuran-1(3H)-one hydrochloride [INTERMEDIATE 6] and 4-methyl-5-[(2R)-oxiran-2-yl]-2-benzofuran-1(3H)-one [INTERMEDIATE 2B]. The reactants are C(CC(=O)C)(=O)OCC (ethyl acetoacetate), Cl (hydrochloric acid), C=O (paraformaldehyde), N (ammonia), ON=C(C(=O)OCC)C(=O)C (ethyl 2-hydroxyiminoacetoacetate), N (ammonia). Reaction conditions: time 1 hour. The product is CC1=C(N=CN1)C(=O)OCC (ethyl 5-methyl-4-imidazolecarboxylate). Yield: 61.0%. Reaction SMILES: Cl.C=O.O[N:5]=[C:6](C(C)=O)C(OCC)=O.[C:15]([O:21][CH2:22][CH3:23])(=[O:20])[CH2:16][C:17]([CH3:19])=O.[NH3:24]>>[CH3:19][C:17]1[NH:5][CH:6]=[N:24][C:16]=1[C:15]([O:21][CH2:22][CH3:23])=[O:20]. Procedure: To a stirred cold (0°) suspension of concentrated hydrochloric acid (516 ml.) and paraformaldehyde (105 g.) was added ethyl 2-hydroxyiminoacetoacetate prepared from 130 g. (1 m.) of ethyl acetoacetate over two hours maintaining the reaction temperature at 5°-15°. After stirring one hour at 5°-15°, aqueous ammonia (28%) was added slowly until pH reached 5 and temperature rose to 70° over 35 minutes. The reaction mixture was held at pH 5 at 65°-70° for 30 minutes and then aqueous ammonia (28%) was...